From a dataset of the Open Reaction Database (ORD), a public repository of structured organic reaction records. describe an organic reaction: reactants, conditions, products, and yield Starting materials: BrC=1C=CC=2N(C1)N=C(N2)N(C)C ((6-bromo-[1,2,4]triazolo[1,5-a]pyridin-2-yl)-dimethyl-amine), C(C)(C)(C)OC(NC=1C=CC=2N(C1)N=C(N2)N2CCOCC2)=O ((2-morpholin-4-yl-[1,2,4]triazolo[1,5-a]pyridin-6-yl)-carbamic acid tert-butyl ester), solid. Product: C(C)(C)(C)OC(NC=1C=CC=2N(C1)N=C(N2)N(C)C)=O ((2-Dimethylamino-[1,2,4]triazolo[1,5-a]pyridin-6-yl)-carbamic acid tert-butyl ester). Reaction SMILES: BrC1C=CC2N(N=C(N(C)C)N=2)C=1.[C:14]([O:18][C:19](=[O:36])[NH:20][C:21]1[CH:22]=[CH:23][C:24]2[N:25]([N:27]=[C:28]([N:30]3[CH2:35]COC[CH2:31]3)[N:29]=2)[CH:26]=1)([CH3:17])([CH3:16])[CH3:15]>>[C:14]([O:18][C:19](=[O:36])[NH:20][C:21]1[CH:22]=[CH:23][C:24]2[N:25]([N:27]=[C:28]([N:30]([CH3:31])[CH3:35])[N:29]=2)[CH:26]=1)([CH3:17])([CH3:16])[CH3:15]. Procedure: Using (6-bromo-[1,2,4]triazolo[1,5-a]pyridin-2-yl)-dimethyl-amine, this compound was prepared following the same method as for the synthesis of (2-morpholin-4-yl-[1,2,4]triazolo[1,5-a]pyridin-6-yl)-carbamic acid tert-butyl ester. Reddish yellow solid (250 mg, 33%). MS: m/z=278 (M+H+). The reactants are O=C([O-])[O-], ClC(Cl)Cl, [K+], [K+], CN1CCC2(CC1)CN(c1ccccc1[N+](=O)[O-])c1ccccc12, N#CBr. The product is N#CN1CCC2(CC1)CN(c1ccccc1[N+](=O)[O-])c1ccccc12. As a reaction SMILES: [C:25](=[O:26])([O-:27])[O-:28].[CH:34]([Cl:35])([Cl:36])[Cl:37].[K+:29].[K+:30].[N+:1](=[O:2])([O-:3])[c:4]1[c:5]([N:10]2[CH2:11][C:12]3([c:13]4[cH:14][cH:15][cH:16][cH:17][c:18]42)[CH2:19][CH2:20][N:21]([CH3:24])[CH2:22][CH2:23]3)[cH:6][cH:7][cH:8][cH:9]1.[N:31]#[C:32][Br:33]>>[N+:1](=[O:2])([O-:3])[c:4]1[c:5]([N:10]2[CH2:11][C:12]3([c:13]4[cH:14][cH:15][cH:16][cH:17][c:18]42)[CH2:19][CH2:20][N:21]([C:24]#[N:31])[CH2:22][CH2:23]3)[cH:6][cH:7][cH:8][cH:9]1. Reactants: [N+](=O)([O-])C=1C=C2C=CN=C(C2=CC1)N(C(=O)C(C)(C)C)C(=O)C(C)(C)C (6-Nitro-1-bis(tert-butyl carbonyl)aminoisoquinoline), [H][H] (hydrogen). Reagents/catalysts: [Pd] (Pd/C). Solvent: CO.C1CCOC1 (methanol THF). The product is NC=1C=C2C=CN=C(C2=CC1)N(C(=O)C(C)(C)C)C(=O)C(C)(C)C (6-Amino-1-bis(tert-butyl carbonyl)aminoisoquinoline). Isolated yield 104.0%. RXN SMILES: [N+:1]([C:4]1[CH:5]=[C:6]2[C:11](=[CH:12][CH:13]=1)[C:10]([N:14]([C:21]([C:23]([CH3:26])([CH3:25])[CH3:24])=[O:22])[C:15]([C:17]([CH3:20])([CH3:19])[CH3:18])=[O:16])=[N:9][CH:8]=[CH:7]2)([O-])=O.[H][H]>CO.C1COCC1.[Pd]>[NH2:1][C:4]1[CH:5]=[C:6]2[C:11](=[CH:12][CH:13]=1)[C:10]([N:14]([C:21]([C:23]([CH3:26])([CH3:25])[CH3:24])=[O:22])[C:15]([C:17]([CH3:19])([CH3:20])[CH3:18])=[O:16])=[N:9][CH:8]=[CH:7]2 |f:2.3|. Procedure details: 6-Nitro-1-bis(tert-butyl carbonyl)aminoisoquinoline (75.00 g, 0.193 mol) in methanol/THF (500 ml/500 ml) was hydrogenated with a hydrogen balloon in the presence of Pd/C (5%, 5 g) for 2.0 h. Filtration of the Pd/C and concentration gave a solid, which was recrystallized from methanol to give 65.72 g (94.97%) of 1B as a white solid. 1H NMR (400 MHz, CDCl3) δ ppm 1.33 (m, 18H) 4.18 (s, 2H) 6.89 (d, J=2.20 Hz, 1H) 6.99 (dd, J=9.01, 2.42 Hz, 1H) 7.35 (d, J=6.59 Hz, 1H) 7.75 (d, J=8.79 Hz, 1H) 8.22 (... Starting materials: C(C=C)S (allylmercaptan), [Na] (sodium), C(CC)OC=1N=NC(=CC1)Cl (3-(n-propoxy)-6-chloropyridazine). Run in CO (methanol). Product: C(CC)OC=1N=NC(=CC1)SCC=C (3-(n-propoxy)-6-allylthiopyridazine). RXN SMILES: [Na].[CH2:2]([SH:5])[CH:3]=[CH2:4].[CH2:6]([O:9][C:10]1[N:11]=[N:12][C:13](Cl)=[CH:14][CH:15]=1)[CH2:7][CH3:8]>CO>[CH2:6]([O:9][C:10]1[N:11]=[N:12][C:13]([S:5][CH2:2][CH:3]=[CH2:4])=[CH:14][CH:15]=1)[CH2:7][CH3:8] |^1:0|. Reported procedure: 1.15 g(0.05 mol) of metallic sodium was dissolved in 75 ml of absolute methanol and then mixed with 4.98 ml(0.05 mol) of allylmercaptan. To this mixture was added 8.63 g(0.05 mol) of 3-(n-propoxy)-6-chloropyridazine. The reaction solution was refluxed for 24 hours and then treated according to the same manner as Example 1 to obtain the title compound as a pale yellow oily residue.